Dataset: the Open Reaction Database (ORD), a public repository of structured organic reaction records. Task: describe an organic reaction: reactants, conditions, products, and yield The reactants are C(#N)C1(CC1)C(=O)OCC (Ethyl 1-cyanocyclopropanecarboxylate). The reagents and catalysts are [Ni] (Raney nickel). Solvent: CO (MeOH). Conditions: time 24 hour. The product is NCC1(CC1)C(=O)OCC (ethyl 1-(aminomethyl)cyclopropanecarboxylate). Yield: 72.9%. RXN SMILES: [C:1]([C:3]1([C:6]([O:8][CH2:9][CH3:10])=[O:7])[CH2:5][CH2:4]1)#[N:2]>[Ni].CO>[NH2:2][CH2:1][C:3]1([C:6]([O:8][CH2:9][CH3:10])=[O:7])[CH2:5][CH2:4]1. Procedure details: In a 500-mL Parr shaker vessel, Raney nickel (750 mg) was added to MeOH (30 mL). Ethyl 1-cyanocyclopropanecarboxylate (Aldrich; 2.0 g, 14.38 mmol) was added and the resulting mixture was shaken vigorously under an H2 atmosphere (50 psi) for 24 h. The mixture was subsequently filtered through Celite, washing the Celite pad with MeOH (2×20 mL). The combined filtrates were concentrated in vacuo to provide ethyl 1-(aminomethyl)cyclopropanecarboxylate (1.5 g, 10.48 mmol, 73% yield): 1H NMR (400 MHz, ...